Dataset: the Open Reaction Database (ORD), a public repository of structured organic reaction records. Task: describe an organic reaction: reactants, conditions, products, and yield Reactants: COC1=CC=C(CCl)C=C1 (4-methoxybenzyl chloride), C(CC(=O)OCC)(=O)OCC (diethyl malonate), C(CC(=O)OCC)(=O)OCC (diethyl malonate), C(CC(=O)OCC)(=O)OCC (diethyl malonate), ice, [H-].[Na+] (sodium hydride), C(=S)=S (Carbon disulfide). Run in CN(C=O)C (dimethylformamide), O (water), CN(C=O)C (dimethylformamide), CN(C=O)C (dimethylformamide). Reaction conditions: temperature 0 celsius, time 15 minute. Yields the product COC1=CC=C(CSC(=C(C(=O)OCC)C(=O)OCC)SCC2=CC=C(C=C2)OC)C=C1 (Diethyl 2-[bis(4-methoxybenzylsulfanyl)methylene]malonate). RXN SMILES: [C:1]([O:9][CH2:10][CH3:11])(=[O:8])[CH2:2][C:3]([O:5][CH2:6][CH3:7])=[O:4].[H-].[Na+].[C:14](=[S:16])=[S:15].[CH3:17][O:18][C:19]1[CH:26]=[CH:25][C:22]([CH2:23]Cl)=[CH:21][CH:20]=1>CN(C)C=O.O>[CH3:17][O:18][C:19]1[CH:26]=[CH:25][C:22]([CH2:23][S:15][C:14]([S:16][CH2:23][C:22]2[CH:25]=[CH:26][C:19]([O:18][CH3:17])=[CH:20][CH:21]=2)=[C:2]([C:3]([O:5][CH2:6][CH3:7])=[O:4])[C:1]([O:9][CH2:10][CH3:11])=[O:8])=[CH:21][CH:20]=1 |f:1.2|. Reported procedure: A solution of dimethylformamide (50 mL) containing diethyl malonate (12.78 g, 0.08 mol) is added slowly to an ice-cooled suspension of sodium hydride (60% dispersion in mineral oil, 6.53 g, 0.16 mol) in dimethylformamide (500 mL). The rate of addition of diethyl malonate is such as to maintain the temperature of the reaction mixture below 5° C. After the addition of diethyl malonate is complete, the gray reaction mixture is stirred at 0° C. for an additional 15 min. Carbon disulfide (14.5 mL, 0....